Dataset: the Open Reaction Database (ORD), a public repository of structured organic reaction records. Task: describe an organic reaction: reactants, conditions, products, and yield Procedure: A solution of 1.00 g (3.28 mmol) of a compound from Example 59A in 20 ml of acetonitrile was cooled to −15° C. and admixed with 399 μl (4.59 mmol) of chlorosulphonyl isocyanate. After 10 min, 18 ml of water were added and the mixture was heated at 60° C. for 2 h. After cooling to RT, the solution was rendered alkaline (pH 9-10) by addition of saturated aqueous sodium hydrogen carbonate solution and extracted three times with ethyl acetate. The combined organic phases were dried over sodium sulph... Run at temperature 60 celsius, time 10 minute. The product is Cl.C(N)(OCC(C1=CC(=CC=C1)C(F)(F)F)N)=O (2-Amino-2-[3-(trifluoromethyl)phenyl]ethyl carbamate hydrochloride). Run in C(C)#N (acetonitrile). Reactants: C(O)([O-])=O.[Na+] (sodium hydrogen carbonate), OCC(C1=CC(=CC=C1)C(F)(F)F)NC(OC(C)(C)C)=O (tert-Butyl {2-hydroxy-1-[3-(trifluoromethyl)phenyl]ethyl}carbamate), O (water), ClS(=O)(=O)N=C=O (chlorosulphonyl isocyanate). RXN SMILES: [OH:1][CH2:2][CH:3]([NH:14]C(=O)OC(C)(C)C)[C:4]1[CH:9]=[CH:8][CH:7]=[C:6]([C:10]([F:13])([F:12])[F:11])[CH:5]=1.[Cl:22]S([N:26]=[C:27]=[O:28])(=O)=O.O.C(=O)([O-])O.[Na+]>C(#N)C>[ClH:22].[C:27](=[O:28])([O:1][CH2:2][CH:3]([NH2:14])[C:4]1[CH:9]=[CH:8][CH:7]=[C:6]([C:10]([F:11])([F:12])[F:13])[CH:5]=1)[NH2:26] |f:3.4,6.7|. Starting materials: CC(=O)O, O=C(OCC(Cl)(Cl)Cl)N1CC(O)C(Oc2ccccc2)C1, [Zn]. Product: OC1CNCC1Oc1ccccc1. Reaction SMILES: [CH3:22][C:23](=[O:24])[OH:25].[OH:1][CH:2]1[CH2:3][N:4]([C:14]([O:15][CH2:16][C:17]([Cl:18])([Cl:19])[Cl:20])=[O:21])[CH2:5][CH:6]1[O:7][c:8]1[cH:9][cH:10][cH:11][cH:12][cH:13]1.[Zn:26]>>[OH:1][CH:2]1[CH2:3][NH:4][CH2:5][CH:6]1[O:7][c:8]1[cH:9][cH:10][cH:11][cH:12][cH:13]1. The reactants are Cl.C1OOCC12CCN(CC2)CC(=O)O (2-(2,3-dioxa-8-azaspiro[4.5]decan-8-yl)acetic acid hydrochloride), N[C@H](C(=O)NC1=CC=C(C=C1)OC1=CC=C(C=C1)F)COCC1=CC=CC=C1 ((S)-2-amino-3-(benzyloxy)-N-(4-(4-fluorophenoxy)phenyl)propanamide). Yields the product Compound 219, C1OOCC12CCN(CC2)CC(=O)N[C@H](C(=O)NC2=CC=C(C=C2)OC2=CC=C(C=C2)F)COCC2=CC=CC=C2 ((2S)-2-(2-(2,3-dioxa-8-azaspiro[4.5]decan-8-yl)acetamido)-3-(benzyloxy)-N-(4-(4-fluorophenoxy)phenyl)propanamide). Isolated yield 48.1%. Reaction SMILES: Cl.[CH2:2]1[C:6]2([CH2:11][CH2:10][N:9]([CH2:12][C:13]([OH:15])=O)[CH2:8][CH2:7]2)[CH2:5][O:4][O:3]1.[NH2:16][C@@H:17]([CH2:35][O:36][CH2:37][C:38]1[CH:43]=[CH:42][CH:41]=[CH:40][CH:39]=1)[C:18]([NH:20][C:21]1[CH:26]=[CH:25][C:24]([O:27][C:28]2[CH:33]=[CH:32][C:31]([F:34])=[CH:30][CH:29]=2)=[CH:23][CH:22]=1)=[O:19]>>[CH2:5]1[C:6]2([CH2:7][CH2:8][N:9]([CH2:12][C:13]([NH:16][C@@H:17]([CH2:35][O:36][CH2:37][C:38]3[CH:39]=[CH:40][CH:41]=[CH:42][CH:43]=3)[C:18]([NH:20][C:21]3[CH:22]=[CH:23][C:24]([O:27][C:28]4[CH:33]=[CH:32][C:31]([F:34])=[CH:30][CH:29]=4)=[CH:25][CH:26]=3)=[O:19])=[O:15])[CH2:10][CH2:11]2)[CH2:2][O:3][O:4]1 |f:0.1|. Procedure: Proceeding as in Example 1, but substituting 2-(2,3-dioxa-8-azaspiro[4.5]decan-8-yl)acetic acid hydrochloride and (S)-2-amino-3-(benzyloxy)-N-(4-(4-fluorophenoxy)phenyl)propanamide, gave Compound 219, (2S)-2-(2-(2,3-dioxa-8-azaspiro[4.5]decan-8-yl)acetamido)-3-(benzyloxy)-N-(4-(4-fluorophenoxy)phenyl)propanamide (21.7 mg, 48.1%); Major isomer: 1H-NMR (400 MHz, DMSO-D6): σ 10.21 (s, 1H), 8.00 (d, 1H), 7.60 (d, 2H), 7.27-7.33 (m, 5H), 7.20-7.23 (m, 2H), 6.98-7.04 (m, 4H), 4.68-4.70 (m, 1H), 4.52 (... Starting materials: FC1=CC(=CC=2OCC3N(C21)CCC3)[N+](=O)[O-] (9-fluoro-7-nitro-2,3,3a,4-tetrahydro-1H-benzo[b]pyrrolo[1,2-d][1,4]oxazine). The reagents and catalysts are [Pd] (Pd/C). Solvent: C1CCOC1 (THF). Reaction conditions: time 12 hour. Yields the product FC1=CC(=CC=2OCC3N(C21)CCC3)N (9-fluoro-2,3,3a,4-tetrahydro-1H-benzo[b]pyrrolo[1,2-d][1,4]oxazin-7-amine), solid. The yield is 85.0%. As a reaction SMILES: [F:1][C:2]1[C:11]2[N:10]3[CH2:12][CH2:13][CH2:14][CH:9]3[CH2:8][O:7][C:6]=2[CH:5]=[C:4]([N+:15]([O-])=O)[CH:3]=1>C1COCC1.[Pd]>[F:1][C:2]1[C:11]2[N:10]3[CH2:12][CH2:13][CH2:14][CH:9]3[CH2:8][O:7][C:6]=2[CH:5]=[C:4]([NH2:15])[CH:3]=1. Procedure details: To a solution of 9-fluoro-7-nitro-2,3,3a,4-tetrahydro-1H-benzo[b]pyrrolo[1,2-d][1,4]oxazine (4.00 g, 16.79 mmol) in THF (40 mL) was added Pd/C (1.50 g). The reaction mixture was stirred at rt under H2 for 12 h. The mixture was filtered through a celite pad, and the filtrate was concentrated in vacuo to give the title compound as an offwhite solid (3.00 g, 85%). Reactants: C(C)OC(CCBr)=O (Ethyl-3-bromopropanoate), N1=CNC2=C1C=CC=C2 (benzimidazole), C([O-])([O-])=O.[K+].[K+] (potassium carbonate). Solvent: C(C)#N (acetonitrile). The product is C(C)OC(CCN1C=NC2=C1C=CC=C2)=O (ethyl-3-(benzimidazol-1-yl)propanoate). Isolated yield 90.9%. As a reaction SMILES: [CH2:1]([O:3][C:4](=[O:8])[CH2:5][CH2:6]Br)[CH3:2].[N:9]1[C:13]2[CH:14]=[CH:15][CH:16]=[CH:17][C:12]=2[NH:11][CH:10]=1.C(=O)([O-])[O-].[K+].[K+]>C(#N)C>[CH2:1]([O:3][C:4](=[O:8])[CH2:5][CH2:6][N:9]1[C:13]2[CH:14]=[CH:15][CH:16]=[CH:17][C:12]=2[N:11]=[CH:10]1)[CH3:2] |f:2.3.4|. Procedure: Ethyl-3-bromopropanoate (1.29 g, 7.1 mmol), benzimidazole (0.70 g, 5.9 mmol), and potassium carbonate (2.44 g, 17.7 mmol) were combined in anhydrous acetonitrile (60 mL) and heated to reflux for 3 days. Aqueous work-up gave ethyl-3-(benzimidazol-1-yl)propanoate (1.17 g, 91%). 1H NMR (CDCl3) δ 2.02 (s, 3H), 2.26 (m, 2H), 4.10 (t, 2H, J=6 Hz), 4.30 (t, 2H, J=6 Hz), 7.28 (br, 2H), 7.33 (br, 1H), 7.84 (br, 1H), 7.94 (br, 1H), 7.60 (br, 1H). Starting materials: solution, B(Br)(Br)Br (boron tribromide), ClC1=C(C=CC(=C1)OC)C(C(C(F)(F)F)(O)C=1C=CC2=C(N(C(CO2)=O)C)C1)C (6-[2-(2-chloro-4-methoxy-phenyl)-1-hydroxy-1-trifluoromethyl-propyl]-4-methyl-4H-benzo[1,4]oxazin-3-one). The solvent is ClCCl (dichloromethane), ClCCl (dichloromethane). Run at temperature -70 celsius, time 1.5 hour. Product: ClC1=C(C=CC(=C1)O)C(C(C(F)(F)F)(O)C=1C=CC2=C(N(C(CO2)=O)C)C1)C (6-[2-(2-Chloro-4-hydroxy-phenyl)-1-hydroxy-1-trifluoromethyl-propyl]-4-methyl-4H-benzo[1,4]oxazin-3-one). Isolated yield 103.4%. RXN SMILES: [Cl:1][C:2]1[CH:7]=[C:6]([O:8]C)[CH:5]=[CH:4][C:3]=1[CH:10]([CH3:29])[C:11]([C:17]1[CH:18]=[CH:19][C:20]2[O:25][CH2:24][C:23](=[O:26])[N:22]([CH3:27])[C:21]=2[CH:28]=1)([OH:16])[C:12]([F:15])([F:14])[F:13].B(Br)(Br)Br>ClCCl>[Cl:1][C:2]1[CH:7]=[C:6]([OH:8])[CH:5]=[CH:4][C:3]=1[CH:10]([CH3:29])[C:11]([C:17]1[CH:18]=[CH:19][C:20]2[O:25][CH2:24][C:23](=[O:26])[N:22]([CH3:27])[C:21]=2[CH:28]=1)([OH:16])[C:12]([F:13])([F:14])[F:15]. Reported procedure: A solution of 6-[2-(2-chloro-4-methoxy-phenyl)-1-hydroxy-1-trifluoromethyl-propyl]-4-methyl-4H-benzo[1,4]oxazin-3-one (4.9 g, 11.4 mmol) in dichloromethane (130 ml) was cooled to −70° C. A 1 M solution of boron tribromide in dichloromethane (45.6 ml) was added dropwise (25 min) and the mixture was stirred at −70° C. for 1.5 h. The ice bath was removed and the mixture was stirred at r.t. for 3 h. The reaction mixture was poured on a mixture of ice water and sat aq NaHCO3 solution, extracted three... Reactants: C(C)C=1C(=C2C=CN(C2=C(C1)C)S(=O)(=O)C1=CC=C(C)C=C1)C(C1=NC2=C(N1COCC[Si](C)(C)C)C=CC(=C2)C#N)OC ((±)-2-((5-ethyl-7-methyl-1-tosyl-1H-indol-4-yl)(methoxy)methyl)-1-((2-(trimethylsilyl)ethoxy)methyl)-1H-benzo[d]imidazole-5-carbonitrile), C(C)C=1C(=C2C=CN(C2=C(C1)C)S(=O)(=O)C1=CC=C(C)C=C1)C(C1=NC2=C(N1COCC[Si](C)(C)C)C=C(C=C2)C#N)OC ((±)-2-((5-ethyl-7-methyl-1-tosyl-1H-indol-4-yl)(methoxy)methyl)-1-((2-(trimethylsilyl)ethoxy)methyl)-1H-benzo[d]imidazole-6-carbonitrile), LiBF4, CC#N (CH3CN), C(=O)(O)[O-].[Na+] (NaHCO3). The solvent is O (H2O). Run at temperature 75 celsius, time 14 hour. Product: C(C)C=1C(=C2C=CN(C2=C(C1)C)S(=O)(=O)C1=CC=C(C)C=C1)C(C1=NC2=C(N1)C=CC(=C2)C#N)OC ((±)-2-((5-Ethyl-7-methyl-1-tosyl-1H-indol-4-yl)(methoxy)methyl)-1H-benzo[d]imidazole-5-carbonitrile). Reaction SMILES: [CH2:1]([C:3]1[C:4]([CH:23]([O:43][CH3:44])[C:24]2[N:28](COCC[Si](C)(C)C)[C:27]3[CH:37]=[CH:38][C:39]([C:41]#[N:42])=[CH:40][C:26]=3[N:25]=2)=[C:5]2[C:9](=[C:10]([CH3:12])[CH:11]=1)[N:8]([S:13]([C:16]1[CH:22]=[CH:21][C:19]([CH3:20])=[CH:18][CH:17]=1)(=[O:15])=[O:14])[CH:7]=[CH:6]2)[CH3:2].C(C1C(C(OC)C2N(COCC[Si](C)(C)C)C3C=C(C#N)C=CC=3N=2)=C2C(=C(C)C=1)N(S(C1C=CC(C)=CC=1)(=O)=O)C=C2)C.CC#N.C([O-])(O)=O.[Na+]>O>[CH2:1]([C:3]1[C:4]([CH:23]([O:43][CH3:44])[C:24]2[NH:28][C:27]3[CH:37]=[CH:38][C:39]([C:41]#[N:42])=[CH:40][C:26]=3[N:25]=2)=[C:5]2[C:9](=[C:10]([CH3:12])[CH:11]=1)[N:8]([S:13]([C:16]1[CH:22]=[CH:21][C:19]([CH3:20])=[CH:18][CH:17]=1)(=[O:14])=[O:15])[CH:7]=[CH:6]2)[CH3:2] |f:3.4|. Procedure: A mixture of (±)-2-((5-ethyl-7-methyl-1-tosyl-1H-indol-4-yl)(methoxy)methyl)-1-((2-(trimethylsilyl)ethoxy)methyl)-1H-benzo[d]imidazole-5-carbonitrile, (±)-2-((5-ethyl-7-methyl-1-tosyl-1H-indol-4-yl)(methoxy)methyl)-1-((2-(trimethylsilyl)ethoxy)methyl)-1H-benzo[d]imidazole-6-carbonitrile (mixture, 650 mg, 1.03 mmol) and LiBF4 in CH3CN (1M, 10 mL, 10 mmol)/H2O (1 mL) was stirred at 75° C. for 14 h. The mixture was cooled to room temperature and poured into 5% NaHCO3. The layers were separated and ... The reactants are ClC=1C=C(C=CC1)C1C(=C(NC(=C1C(=O)[O-])C)C)C(=O)OCCC#N (mono(2-cyanoethyl) 4-(3-chlorophenyl)-2,6-dimethyl-1,4-dihydropyridine-3,5-dicarboxylate), NCC(=O)NC1=CC=CC=C1 (2-amino-N-phenylacetamide), Cl.CN(CCCN=C=NCC)C (1-(3-dimethylaminopropyl)-3-ethylcarbodiimide hydrochloride), C(C)(=O)OCC (Ethyl acetate). Reagents/catalysts: CN(C1=CC=NC=C1)C (4-dimethylaminopyridine). Run in ClCCl (dichloromethane). Yields the product ClC=1C=C(C=CC1)C1C(=C(NC(=C1C(NCC(NC1=CC=CC=C1)=O)=O)C)C)C(=O)OCCC#N (2-cyanoethyl 4-(3-chlorophenyl)-2,6-dimethyl-5-(phenylcarbamoylmethylcarbamoyl)-1,4-dihydropyridine-3-carboxylate). RXN SMILES: [Cl:1][C:2]1[CH:3]=[C:4]([CH:8]2[C:13]([C:14]([O-])=[O:15])=[C:12]([CH3:17])[NH:11][C:10]([CH3:18])=[C:9]2[C:19]([O:21][CH2:22][CH2:23][C:24]#[N:25])=[O:20])[CH:5]=[CH:6][CH:7]=1.[NH2:26][CH2:27][C:28]([NH:30][C:31]1[CH:36]=[CH:35][CH:34]=[CH:33][CH:32]=1)=[O:29].Cl.CN(C)CCCN=C=NCC.C(OCC)(=O)C>CN(C)C1C=CN=CC=1.ClCCl>[Cl:1][C:2]1[CH:3]=[C:4]([CH:8]2[C:13]([C:14](=[O:15])[NH:26][CH2:27][C:28](=[O:29])[NH:30][C:31]3[CH:36]=[CH:35][CH:34]=[CH:33][CH:32]=3)=[C:12]([CH3:17])[NH:11][C:10]([CH3:18])=[C:9]2[C:19]([O:21][CH2:22][CH2:23][C:24]#[N:25])=[O:20])[CH:5]=[CH:6][CH:7]=1 |f:2.3|. Procedure details: 179 mg (0.49 mmol) of mono(2-cyanoethyl) 4-(3-chlorophenyl)-2,6-dimethyl-1,4-dihydropyridine-3,5-dicarboxylate, 245mg (1.63 mmol) of 2-amino-N-phenylacetamide, 129 mg (0.67 mmol) of 1-(3-dimethylaminopropyl)-3-ethylcarbodiimide hydrochloride and 11 mg (0.09 mmol) of 4-dimethylaminopyridine were stirred in 10 ml of dichloromethane at room temperature overnight. Ethyl acetate was added to the reaction mixture, and the product was washed with 1 N hydrochloric acid and then with a saturated aqueous ...